This data is from the Open Reaction Database (ORD), a public repository of structured organic reaction records. The task is: describe an organic reaction: reactants, conditions, products, and yield Starting materials: CC(=O)O, Fc1ccccc1C12COCCC1CON2, [Zn]. Product: NC1(c2ccccc2F)COCCC1CO. Reaction SMILES: [CH3:17][C:18](=[O:19])[OH:20].[F:1][c:2]1[c:3]([C:8]23[NH:9][O:10][CH2:11][CH:12]2[CH2:13][CH2:14][O:15][CH2:16]3)[cH:4][cH:5][cH:6][cH:7]1.[Zn:21]>>[F:1][c:2]1[c:3]([C:8]2([NH2:9])[CH:12]([CH2:11][OH:10])[CH2:13][CH2:14][O:15][CH2:16]2)[cH:4][cH:5][cH:6][cH:7]1. The reactants are O=C([O-])[O-], C1COCCN1, CC(C)c1cc(C(C)C)c(-c2ccccc2P(C2CCCCC2)C2CCCCC2)c(C(C)C)c1, COC(=O)c1cc(Cl)nc(-c2ccc(C)cc2F)c1, [Cs+], [Cs+], O=C(C=Cc1ccccc1)C=Cc1ccccc1, O=C(C=Cc1ccccc1)C=Cc1ccccc1, O=C(C=Cc1ccccc1)C=Cc1ccccc1, [Pd], [Pd]. The product is COC(=O)c1cc(-c2ccc(C)cc2F)nc(N2CCOCC2)c1. RXN SMILES: [C:60](=[O:61])([O-:62])[O-:63].[CH2:20]1[CH2:21][O:22][CH2:23][CH2:24][NH:25]1.[CH:26]1([P:27]([CH:28]2[CH2:29][CH2:30][CH2:31][CH2:32][CH2:33]2)[c:34]2[cH:35][cH:36][cH:37][cH:38][c:39]2-[c:40]2[c:41]([CH:42]([CH3:43])[CH3:44])[cH:45][c:46]([CH:47]([CH3:48])[CH3:49])[cH:50][c:51]2[CH:52]([CH3:53])[CH3:54])[CH2:55][CH2:56][CH2:57][CH2:58][CH2:59]1.[Cl:1][c:2]1[cH:3][c:4]([C:5](=[O:6])[O:7][CH3:8])[cH:9][c:10](-[c:12]2[c:13]([F:19])[cH:14][c:15]([CH3:18])[cH:16][cH:17]2)[n:11]1.[Cs+:64].[Cs+:65].[O:104]=[C:105]([CH:106]=[CH:107][c:108]1[cH:109][cH:110][cH:111][cH:112][cH:113]1)[CH:114]=[CH:115][c:116]1[cH:117][cH:118][cH:119][cH:120][cH:121]1.[O:68]=[C:69]([CH:70]=[CH:71][c:72]1[cH:73][cH:74][cH:75][cH:76][cH:77]1)[CH:78]=[CH:79][c:80]1[cH:81][cH:82][cH:83][cH:84][cH:85]1.[O:86]=[C:87]([CH:88]=[CH:89][c:90]1[cH:91][cH:92][cH:93][cH:94][cH:95]1)[CH:96]=[CH:97][c:98]1[cH:99][cH:100][cH:101][cH:102][cH:103]1.[Pd:66].[Pd:67]>>[c:2]1([N:25]2[CH2:20][CH2:21][O:22][CH2:23][CH2:24]2)[cH:3][c:4]([C:5](=[O:6])[O:7][CH3:8])[cH:9][c:10](-[c:12]2[c:13]([F:19])[cH:14][c:15]([CH3:18])[cH:16][cH:17]2)[n:11]1. Reactants: COC(=O)CCC(C)(C)c1nnc(Nc2cccnc2Oc2ccccc2C(C)(C)C)s1, C1CCOC1, [Cl-], [Li+], [NH4+], [OH-], O, O. The product is CC(C)(C)c1ccccc1Oc1ncccc1Nc1nnc(C(C)(C)CCC(=O)O)s1. Reaction SMILES: [C:1]([CH3:2])([CH3:3])([CH3:4])[c:5]1[c:6]([O:7][c:8]2[n:9][cH:10][cH:11][cH:12][c:13]2[NH:14][c:15]2[n:16][n:17][c:18]([C:20]([CH2:21][CH2:22][C:23](=[O:24])[O:25][CH3:26])([CH3:27])[CH3:28])[s:19]2)[cH:29][cH:30][cH:31][cH:32]1.[CH2:38]1[O:39][CH2:40][CH2:41][CH2:42]1.[Cl-:36].[Li+:35].[NH4+:37].[OH-:34].[OH2:33].[OH2:43]>>[C:1]([CH3:2])([CH3:3])([CH3:4])[c:5]1[c:6]([O:7][c:8]2[n:9][cH:10][cH:11][cH:12][c:13]2[NH:14][c:15]2[n:16][n:17][c:18]([C:20]([CH2:21][CH2:22][C:23](=[O:24])[OH:25])([CH3:27])[CH3:28])[s:19]2)[cH:29][cH:30][cH:31][cH:32]1. Starting materials: Cl.OCCC1CCNCC1 (4-(2-hydroxyethyl)piperidine hydrochloride), P(Br)(Br)Br (phosphorus tribromide). Yields the product Br.BrCCC1CCNCC1 (4(2-bromoethyl)piperidine hydrogen bromide). Isolated yield 77.0%. RXN SMILES: Cl.O[CH2:3][CH2:4][CH:5]1[CH2:10][CH2:9][NH:8][CH2:7][CH2:6]1.P(Br)(Br)[Br:12]>>[BrH:12].[Br:12][CH2:3][CH2:4][CH:5]1[CH2:10][CH2:9][NH:8][CH2:7][CH2:6]1 |f:0.1,3.4|. Procedure: 2-(4-pyridyl)ethanol (70. g, 0.57M) and platinum oxide (2 g) in water (600 ml) and concentrated aqueous HCl (81 ml) was hydrogenated at the pressure of 1000 psig hydrogen to give 4-(2-hydroxyethyl)piperidine hydrochloride in quantitative yield. Treatment of 4-(2-hydroxyethyl)piperidine hydrochloride (20 g 0.12M) with phosphorus tribromide (7 ml) at 100° C. for 11/2 hr. followed by trituration with diethyl ether (2×50 ml) and filtration gave 4(2-bromoethyl)piperidine hydrogen bromide (20.76 g, 77... Reactants: OC(=O)C(F)(F)F.N1CC(C1)NC(CNC1=NN(C2=CC=C(C=C12)C(F)(F)F)C)=O (N-Azetidin-3-yl-2-(1-methyl-5-trifluoromethyl-1H-indazol-3-ylamino)-acetamide TFA salt), C(C)C=1SC(=CN1)C1(CCC(CC1)=O)O (4-(2-ethyl-thiazol-5-yl)-4-hydroxy-cyclohexanone). Yields the product C(C)C=1SC(=CN1)C1(CCC(CC1)N1CC(C1)NC(CNC1=NN(C2=CC=C(C=C12)C(F)(F)F)C)=O)O (N-{1-[4-(2-Ethyl-thiazol-5-yl)-4-hydroxy-cyclohexyl]-azetidin-3-yl}-2-(1-methyl-5-trifluoromethyl-1H-indazol-3-ylamino)-acetamide). RXN SMILES: OC(C(F)(F)F)=O.[NH:8]1[CH2:11][CH:10]([NH:12][C:13](=[O:30])[CH2:14][NH:15][C:16]2[C:24]3[C:19](=[CH:20][CH:21]=[C:22]([C:25]([F:28])([F:27])[F:26])[CH:23]=3)[N:18]([CH3:29])[N:17]=2)[CH2:9]1.[CH2:31]([C:33]1[S:34][C:35]([C:38]2([OH:45])[CH2:43][CH2:42][C:41](=O)[CH2:40][CH2:39]2)=[CH:36][N:37]=1)[CH3:32]>>[CH2:31]([C:33]1[S:34][C:35]([C:38]2([OH:45])[CH2:39][CH2:40][CH:41]([N:8]3[CH2:9][CH:10]([NH:12][C:13](=[O:30])[CH2:14][NH:15][C:16]4[C:24]5[C:19](=[CH:20][CH:21]=[C:22]([C:25]([F:27])([F:26])[F:28])[CH:23]=5)[N:18]([CH3:29])[N:17]=4)[CH2:11]3)[CH2:42][CH2:43]2)=[CH:36][N:37]=1)[CH3:32] |f:0.1|. Procedure: The title compound was prepared as a white solid from reaction of N-azetidin-3-yl-2-(1-methyl-5-trifluoromethyl-1H-indazol-3-ylamino)-acetamide TFA salt (as prepared in Example 18, Step D) and 4-(2-ethyl-thiazol-5-yl)-4-hydroxy-cyclohexanone using the procedure described in Step E of Example 1. The reactants are NC1=C(C=CC=C1[N+](=O)[O-])O (2-amino-3-nitrophenol), CN(C)C=O (DMF), C(=O)([O-])[O-].[K+].[K+] (K2CO3). Reaction conditions: time 20 hour. The product is [N+](=O)([O-])C1=CC=CC=2OCC(NC21)=O (5-nitro-2H-benzo[b][1,4]oxazin-3(4H)-one). The yield is 79.8%. Reaction SMILES: [NH2:1][C:2]1[C:7]([N+:8]([O-:10])=[O:9])=[CH:6][CH:5]=[CH:4][C:3]=1[OH:11].CN([CH:15]=[O:16])C.[C:17]([O-])([O-])=O.[K+].[K+]>>[N+:8]([C:7]1[C:2]2[NH:1][C:15](=[O:16])[CH2:17][O:11][C:3]=2[CH:4]=[CH:5][CH:6]=1)([O-:10])=[O:9] |f:2.3.4|. Procedure: To a solution of 2-amino-3-nitrophenol (4.62 g, 30 mmol) in DMF (20 ml) ethylbromoacetate (3.3 ml, 30 mmol) and K2CO3 (4.56 g, 33 mmol) were added and the reaction was stirred at room temperature for 20 hours. The solvent was evaporated and the crude was dissolved in AcOEt (30 ml) and washed with water (1×20 ml) and brine. The organic phase was dried over sodium sulfate and concentrated under vacuum. The purification of the crude residue by crystallization from ether/hexane gave 4.65 g of a yell... Procedure details: To a solution of methylamine (0.35 g; 11.29 mmol) in chloroform (30 ml), a solution of methacryloyl isocyanate (1.11 g; 10 mmol) in 1,2-dichloroethane (2 ml) was dropwise added under nitrogen stream while cooling with ice. After completion of the addition, chloroform, 1,2-dichloroethane and methylamine were evaporated under reduced pressure to give 1-methacryloyl-3-methylurea (1.42 g), which was recrystallized from a mixture of benzene and hexane to give colorless plates. M.P., 112°-113.5° C. The reactants are CN (methylamine), CN (methylamine), C(C(=C)C)(=O)N=C=O (methacryloyl isocyanate). The yield is 99.9%. RXN SMILES: [CH3:1][NH2:2].[C:3]([N:8]=[C:9]=[O:10])(=[O:7])[C:4]([CH3:6])=[CH2:5]>C(Cl)(Cl)Cl.ClCCCl>[C:3]([NH:8][C:9]([NH:2][CH3:1])=[O:10])(=[O:7])[C:4]([CH3:6])=[CH2:5]. The solvent is ClCCCl (1,2-dichloroethane), C(Cl)(Cl)Cl (chloroform), C(Cl)(Cl)Cl (chloroform), ClCCCl (1,2-dichloroethane). Yields the product C(C(=C)C)(=O)NC(=O)NC (1-methacryloyl-3-methylurea). The reactants are ClC1=CC(N(S1=O)CC1=CC=CC=C1)=O (5-chloro-2-benzyl-2H-isothiazol-3-one-1-oxide), C(C)OC=1OC=CC1 (2-ethoxyfuran). The product is C(C1=CC=CC=C1)N1S(C2=C(C1=O)C(=CC=C2O)OCC)=O (2-benzyl-4-ethoxy-7-hydroxybenzisothiazol-3-one-1-oxide). The yield is 40.0%. Reaction SMILES: Cl[C:2]1[S:6](=[O:7])[N:5]([CH2:8][C:9]2[CH:14]=[CH:13][CH:12]=[CH:11][CH:10]=2)[C:4](=[O:15])[CH:3]=1.[CH2:16]([O:18][C:19]1[O:20][CH:21]=[CH:22][CH:23]=1)[CH3:17]>>[CH2:8]([N:5]1[C:4](=[O:15])[C:3]2[C:19]([O:18][CH2:16][CH3:17])=[CH:23][CH:22]=[C:21]([OH:20])[C:2]=2[S:6]1=[O:7])[C:9]1[CH:14]=[CH:13][CH:12]=[CH:11][CH:10]=1. Procedure: Reaction of 5.8 g (0.024 mol) of 5-chloro-2-benzyl-2H-isothiazol-3-one-1-oxide with 3.76 g (0. 0335 mol) of 2-ethoxyfuran afforded 3.05 g (40%) of 2-benzyl-4-ethoxy-7-hydroxybenzisothiazol-3-one-1-oxide, 5.7 g of which was reacted with 3.6 g (0.0197 mol) of 2-[2-methoxyethoxy]ethyl bromide in the presence of 4.95 g (0.0358 mol) of potassium carbonate in 125 ml of methyl ethyl ketone and 25 ml of DMF to give 7.0 g (93%) of 2-benzyl-4-ethoxy-7-[2-(2-methoxy-ethoxy]-ethoxy]benzisothiazol-3-one-1-ox... The reactants are C(C)(C)C1=C(NC(NC1=O)=O)C(=O)C=1C=C(C=C(C1)C)C=CC#N (3-[3-(5-isopropyl-2,6-dioxo-1,2,3,6-tetrahydro-pyrimidine-4-carbonyl)-5-methyl-phenyl]-acrylonitrile), C(C)(C)C1=C(NC(NC1=O)=O)C(=O)C=1C=C(C=C(C1)C)C=CC#N (3-[3-(5-isopropyl-2,6-dioxo-1,2,3,6-tetrahydro-pyrimidine-4-carbonyl)-5-methyl-phenyl]-acrylonitrile), C([O-])([O-])=O.[K+].[K+] (potassium carbonate), [I-].[Li+] (lithium iodide), BrCC1CC1 (bromomethyl cyclopropane). Solvent: CN(C)C=O (DMF). Reaction conditions: time 8 hour. The product is C1(CC1)CN1C(NC(C(=C1C(=O)C=1C=C(C=C(C1)C)C=CC#N)C(C)C)=O)=O (3-[3-(3-cyclopropylmethyl-5-isopropyl-2,6-dioxo-1,2,3,6-tetrahydro-pyrimidine-4-carbonyl)-5-methyl-phenyl]-acrylonitrile). The yield is 84.8%. RXN SMILES: [CH:1]([C:4]1[C:9](=[O:10])[NH:8][C:7](=[O:11])[NH:6][C:5]=1[C:12]([C:14]1[CH:15]=[C:16]([CH:21]=[CH:22][C:23]#[N:24])[CH:17]=[C:18]([CH3:20])[CH:19]=1)=[O:13])([CH3:3])[CH3:2].C(=O)([O-])[O-].[K+].[K+].[I-].[Li+].Br[CH2:34][CH:35]1[CH2:37][CH2:36]1>CN(C=O)C>[CH:35]1([CH2:34][N:6]2[C:5]([C:12]([C:14]3[CH:15]=[C:16]([CH:21]=[CH:22][C:23]#[N:24])[CH:17]=[C:18]([CH3:20])[CH:19]=3)=[O:13])=[C:4]([CH:1]([CH3:3])[CH3:2])[C:9](=[O:10])[NH:8][C:7]2=[O:11])[CH2:37][CH2:36]1 |f:1.2.3,4.5|. Procedure details: To a stirred solution of 3-[3-(5-isopropyl-2,6-dioxo-1,2,3,6-tetrahydro-pyrimidine-4-carbonyl)-5-methyl-phenyl]-acrylonitrile (Compound 55) (323 mg, 1 mmol), anhydrous powdered potassium carbonate (165 mg, 1.2 mmol), and lithium iodide (134 mg, 1 mmol) in DMF (5 mL) at room temperature, was added bromomethyl cyclopropane (97 μL, 1 mmol). After stirring overnight, the mixture was evaporated in vacuo and the residue was purified by silica gel column chromatography (eluent, ethyl acetate:hexane (1:... Reactants: [N+](=O)([O-])C1=CC=C(C=N1)N1[C@@H]2CN([C@H](C1)C2)C(=O)OC(C)(C)C (tert-butyl (1S,4S)-5-(6-nitro-3-pyridinyl)-2,5-diazabicyclo[2.2.1]heptane-2-carboxylate), FC(C(=O)O)(F)F.C(Cl)Cl (trifluoroacetic acid methylene chloride). The product is [N+](=O)([O-])C1=CC=C(C=N1)N1[C@@H]2CN[C@H](C1)C2 ((1S,4S)-2-(6-nitro-3-pyridinyl)-2,5-diazabicyclo [2.2.1]heptane). As a reaction SMILES: [N+:1]([C:4]1[N:9]=[CH:8][C:7]([N:10]2[CH2:15][C@@H:14]3[CH2:16][C@H:11]2[CH2:12][N:13]3C(OC(C)(C)C)=O)=[CH:6][CH:5]=1)([O-:3])=[O:2].FC(F)(F)C(O)=O.C(Cl)Cl>>[N+:1]([C:4]1[N:9]=[CH:8][C:7]([N:10]2[CH2:15][C@@H:14]3[CH2:16][C@H:11]2[CH2:12][NH:13]3)=[CH:6][CH:5]=1)([O-:3])=[O:2] |f:1.2|. Reported procedure: The product from Example 3A was treated with trifluoroacetic acid:methylene chloride (1:2) at ambient temperature for 2 hours. The volatiles were removed under reduced pressure, and the residue was purified on SiO2 (5% MeOH/CH2Cl2/1%NH4OH) to provide the title compound as a yellow gum. MS (DCI/NH3) m/z 221 (M+H)+, 238 (M+NH4)+.